Dataset: the Open Reaction Database (ORD), a public repository of structured organic reaction records. Task: describe an organic reaction: reactants, conditions, products, and yield Reactants: COC(=O)C=1C=NC(=NC1)N1CC=2N(C3=CC=CC=C3C2CC1)C(=O)OC(C)(C)C (tert-butyl 2-[5-(methoxycarbonyl)pyrimidin-2-yl]-1,2,3,4-tetrahydro-9H-b-carboline-9-carboxylate), [H-].C(C(C)C)[Al+]CC(C)C (diisobutyl aluminum hydride), CO (MeOH), O (water). The solvent is C(Cl)Cl (DCM). Yields the product OCC=1C=NC(=NC1)N1CC=2N(C3=CC=CC=C3C2CC1)C(=O)OC(C)(C)C (tert-butyl 2-[5-(hydroxymethyl)pyrimidin-2-yl]-1,2,3,4-tetrahydro-9H-b-carboline-9-carboxylate). Yield: 75.6%. RXN SMILES: C[O:2][C:3]([C:5]1[CH:6]=[N:7][C:8]([N:11]2[CH2:23][CH2:22][C:21]3[C:20]4[C:15](=[CH:16][CH:17]=[CH:18][CH:19]=4)[N:14]([C:24]([O:26][C:27]([CH3:30])([CH3:29])[CH3:28])=[O:25])[C:13]=3[CH2:12]2)=[N:9][CH:10]=1)=O.[H-].C([Al+]CC(C)C)C(C)C.CO.O>C(Cl)Cl>[OH:2][CH2:3][C:5]1[CH:6]=[N:7][C:8]([N:11]2[CH2:23][CH2:22][C:21]3[C:20]4[C:15](=[CH:16][CH:17]=[CH:18][CH:19]=4)[N:14]([C:24]([O:26][C:27]([CH3:30])([CH3:29])[CH3:28])=[O:25])[C:13]=3[CH2:12]2)=[N:9][CH:10]=1 |f:1.2|. Reported procedure: To a stirred solution of tert-butyl 2-[5-(methoxycarbonyl)pyrimidin-2-yl]-1,2,3,4-tetrahydro-9H-b-carboline-9-carboxylate (3.0 g, 0.0073 moles) in dry DCM (30 mL) was added diisobutyl aluminum hydride (14.7 mL, 0.022 moles, 1.5N in DCM) at −78° C. The temperature was slowly allowed to rise to −25° C. and continued the stirring for further 6.0 hours. After completion of the reaction, MeOH (20 mL) and water (20 mL) was added to the reaction and allowed to come to room temperature. The reaction mix... Reactants: 101, FC1=C(C=CC=C1)C(=O)C1=CC=CC=C1 ((2-fluorophenyl)phenylmethanone), [Cl-].[NH4+] (ammonium chloride), ClC1CCN(CC1)C (4-chloro-1-methylpiperidine), [Mg] (magnesium), 32. Solvent: O1CCCC1 (tetrahydrofuran), O (water), O1CCCC1 (tetrahydrofuran). Reaction conditions: temperature 0 celsius, time 18 hour. Yields the product 66, FC1=C(C=CC=C1)C(O)(C1CCN(CC1)C)C1=CC=CC=C1 (α-(2-fluorophenyl)-1-methyl-α-phenyl-4-piperidinemethanol). Yield: 44.0%. Reaction SMILES: Cl[CH:2]1[CH2:7][CH2:6][N:5]([CH3:8])[CH2:4][CH2:3]1.[Mg].[F:10][C:11]1[CH:16]=[CH:15][CH:14]=[CH:13][C:12]=1[C:17]([C:19]1[CH:24]=[CH:23][CH:22]=[CH:21][CH:20]=1)=[O:18].[Cl-].[NH4+]>O.O1CCCC1>[F:10][C:11]1[CH:16]=[CH:15][CH:14]=[CH:13][C:12]=1[C:17]([C:19]1[CH:20]=[CH:21][CH:22]=[CH:23][CH:24]=1)([CH:2]1[CH2:7][CH2:6][N:5]([CH3:8])[CH2:4][CH2:3]1)[OH:18] |f:3.4|. Reported procedure: To a stirred and refluxing Grignard complex previously prepared starting from 80.2 parts of 4-chloro-1-methylpiperidine, 14.6 parts of magnesium and 270 parts of tetrahydrofuran, was added dropwise a solution of 101 parts of (2-fluorophenyl)phenylmethanone in 450 parts of tetrahydrofuran. Upon completion, stirring was continued for 18 hours at reflux temperature. The reaction mixture was cooled in an ice-bath and decomposed with a solution of 32 parts of ammonium chloride in 160 parts of water. ... Reactants: C1(=CC=CC=C1)CCS(=O)(=O)N1CCC(CC1)CN (C-[1-(2-phenyl-ethanesulfonyl)-piperidin-4-yl]-methylamine), ClC1=NC=CC(=N1)C(=O)N (2-chloro-pyrimidine-4-carboxylic acid amide), ClC1=NC=CC(=N1)C(=O)N (2-chloro-pyrimidine-4-carboxylic acid amide), Heterocyclic. The product is C1(=CC=CC=C1)CCS(=O)(=O)N1CCC(CC1)CNC1=NC=CC(=N1)C(=O)N (2-{[1-(2-Phenyl-ethanesulfonyl)-piperidin-4-ylmethyl]-amino}-pyrimidine-4-carboxylic acid amide). As a reaction SMILES: [C:1]1([CH2:7][CH2:8][S:9]([N:12]2[CH2:17][CH2:16][CH:15]([CH2:18][NH2:19])[CH2:14][CH2:13]2)(=[O:11])=[O:10])[CH:6]=[CH:5][CH:4]=[CH:3][CH:2]=1.Cl[C:21]1[N:26]=[C:25]([C:27]([NH2:29])=[O:28])[CH:24]=[CH:23][N:22]=1>>[C:1]1([CH2:7][CH2:8][S:9]([N:12]2[CH2:13][CH2:14][CH:15]([CH2:18][NH:19][C:21]3[N:26]=[C:25]([C:27]([NH2:29])=[O:28])[CH:24]=[CH:23][N:22]=3)[CH2:16][CH2:17]2)(=[O:10])=[O:11])[CH:6]=[CH:5][CH:4]=[CH:3][CH:2]=1. Procedure details: EXAMPLE 83 was prepared from C-[1-(2-phenyl-ethanesulfonyl)-piperidin-4-yl]-methylamine and 2-chloro-pyrimidine-4-carboxylic acid amide (2-chloro-pyrimidine-4-carboxylic acid amide was prepared according to G. D. Davies, D. E. O'Brien, L. R. Lewis, C. C. Cheng, J. Heterocyclic Chem., 1:130–131(1964): The reactants are N#Cc1cnc2cc(F)ccc2c1O, O=S(Cl)Cl. The product is N#Cc1cnc2cc(F)ccc2c1Cl. Reaction SMILES: [F:1][c:2]1[cH:3][cH:4][c:5]2[c:6]([OH:14])[c:7]([C:12]#[N:13])[cH:8][n:9][c:10]2[cH:11]1.[S:15]([Cl:16])([Cl:17])=[O:18]>>[F:1][c:2]1[cH:3][cH:4][c:5]2[c:6]([Cl:17])[c:7]([C:12]#[N:13])[cH:8][n:9][c:10]2[cH:11]1. Reactants: [OH-].C(C1=CC=CC=C1)[N+](C)(C)C (benzyltrimethylammonium hydroxide), BrCC1=C(C=CC(=C1)OC)F (2-Bromomethyl-1-fluoro-4-methoxy-benzene), C(C)(C)(C)OC(CN=C(C1=CC=CC=C1)C1=CC=CC=C1)=O ((Benzhydrylidene-amino)-acetic acid tert-butyl ester), [I-].[K+] (potassium iodide). The solvent is O1CCOCC1 (dioxane), O (water). Conditions: temperature 0 celsius, time 3 hour. Yields the product C(C)(C)(C)OC(C(CC1=C(C=CC(=C1)OC)F)N=C(C1=CC=CC=C1)C1=CC=CC=C1)=O (2-(Benzhydrylidene-amino)-3-(2-fluoro-5-methoxy-phenyl)-propionic acid tert-butyl ester). As a reaction SMILES: Br[CH2:2][C:3]1[CH:8]=[C:7]([O:9][CH3:10])[CH:6]=[CH:5][C:4]=1[F:11].[C:12]([O:16][C:17](=[O:33])[CH2:18][N:19]=[C:20]([C:27]1[CH:32]=[CH:31][CH:30]=[CH:29][CH:28]=1)[C:21]1[CH:26]=[CH:25][CH:24]=[CH:23][CH:22]=1)([CH3:15])([CH3:14])[CH3:13].[I-].[K+].[OH-].C([N+](C)(C)C)C1C=CC=CC=1>O1CCOCC1.O>[C:12]([O:16][C:17](=[O:33])[CH:18]([N:19]=[C:20]([C:21]1[CH:22]=[CH:23][CH:24]=[CH:25][CH:26]=1)[C:27]1[CH:28]=[CH:29][CH:30]=[CH:31][CH:32]=1)[CH2:2][C:3]1[CH:8]=[C:7]([O:9][CH3:10])[CH:6]=[CH:5][C:4]=1[F:11])([CH3:15])([CH3:13])[CH3:14] |f:2.3,4.5|. Procedure: To a cold (10° C.) stirred solution of 2-fluoro-5-methoxybenzyl bromide (35, 50 mg, 0.23 mmol), t-butylglycinate Schiff base 3 (68 mg, 0.23 mmol) and potassium iodide (4.2 mg, 0.05 mmol) in dioxane (2.0 mL) was added dropwise over 30–45 min. benzyltrimethylammonium hydroxide (0.069 mL, 0.23 mmol, 40% aqueous). The reaction mixture was then brought to room temperature and stirred for an additional 3 h. After cooling to 0° C., water (2.0 mL) was added and the mixture was extracted with toluene (6×... Starting materials: COC=1C=C(C=CC1OC)C1=NOC(=C1)C(CC=O)C (3-[3-(3,4-dimethoxyphenyl)isoxazol-5-yl]butanal), COC1=C(C=CC=C1)N1CCCCC1 (1-(2-methoxyphenyl)piperidine), [BH-](OC(=O)C)(OC(=O)C)OC(=O)C.[Na+] (NaBH(OAc)3), C(C1=CC=CC=C1)N1CCNCC1 (1-benylpiperazine). The solvent is C(Cl)Cl (methylene chloride). The product is COC=1C=C(C=CC1OC)C1=NOC(=C1)CCCCN1CCN(CC1)C1=C(C=CC=C1)OC (1-(4-{4-[3-(3,4-Dimethoxyphenyl)isoxazol-5-yl]butyl}piperazinyl)-2-methoxybenzene). Yield: 60.8%. As a reaction SMILES: [CH3:1][O:2][C:3]1[CH:4]=[C:5]([C:11]2[CH:15]=[C:14]([CH:16](C)[CH2:17][CH:18]=O)[O:13][N:12]=2)[CH:6]=[CH:7][C:8]=1[O:9][CH3:10].[CH3:21][O:22][C:23]1[CH:28]=[CH:27][CH:26]=[CH:25][C:24]=1[N:29]1[CH2:34][CH2:33]C[CH2:31][CH2:30]1.[BH-](OC(C)=O)(OC(C)=O)OC(C)=O.[Na+].[CH2:49]([N:56]1CCNCC1)C1C=CC=CC=1>C(Cl)Cl>[CH3:1][O:2][C:3]1[CH:4]=[C:5]([C:11]2[CH:15]=[C:14]([CH2:16][CH2:17][CH2:18][CH2:49][N:56]3[CH2:33][CH2:34][N:29]([C:24]4[CH:25]=[CH:26][CH:27]=[CH:28][C:23]=4[O:22][CH3:21])[CH2:30][CH2:31]3)[O:13][N:12]=2)[CH:6]=[CH:7][C:8]=1[O:9][CH3:10] |f:2.3|. Reported procedure: About 2 min after dissolving 3-[3-(3,4-dimethoxyphenyl)isoxazol-5-yl]butanal (33.2 mg, 0.121 mmol) and 1-(2-methoxyphenyl)piperidine (23.3 mg, 0.121 mmol) in 2 mL of dry methylene chloride, were added NaBH(OAc)3 (76.9 mg, 0.363 mmol), cold acetic acid (8.3, 0.145 mmol) and molecular sieves (5 beads). The reaction mixture was reacted for 3 hr and followed the same processes as in Example 1 to obtain 33.2 mg (60.8%) of the target compound.